From a dataset of the Open Reaction Database (ORD), a public repository of structured organic reaction records. describe an organic reaction: reactants, conditions, products, and yield Conditions: time 1 hour. Procedure details: As in Example 115, (E)-5,5-bis(3-chlorophenyl)-2,4-pentadienoic acid (4.79 g) and 4-nitrophenol (2.5 g) in dichloromethane (50 mL) was treated with 1,3-dicyclohexylcarbodiimide (3.1 g). The mixture was stirred at 0°-5° C. for 1 hour, then at room temperature for 1 hour. The usual work up furnished 7.2 g of (E)-5,5-bis(3-chlorophenyl)-2,4-pentadienoic acid 4-nitrophenyl ester as an oil essentially homogeneous by tlc. This material was used without further purification in subsequent reactions. The yield is 109.0%. Reaction SMILES: [Cl:1][C:2]1[CH:3]=[C:4]([C:8]([C:15]2[CH:20]=[CH:19][CH:18]=[C:17]([Cl:21])[CH:16]=2)=[CH:9]/[CH:10]=[CH:11]/[C:12]([OH:14])=[O:13])[CH:5]=[CH:6][CH:7]=1.[N+:22]([C:25]1[CH:30]=[CH:29][C:28](O)=[CH:27][CH:26]=1)([O-:24])=[O:23].C1(N=C=NC2CCCCC2)CCCCC1>ClCCl>[N+:22]([C:25]1[CH:30]=[CH:29][C:28]([O:13][C:12](=[O:14])/[CH:11]=[CH:10]/[CH:9]=[C:8]([C:15]2[CH:20]=[CH:19][CH:18]=[C:17]([Cl:21])[CH:16]=2)[C:4]2[CH:5]=[CH:6][CH:7]=[C:2]([Cl:1])[CH:3]=2)=[CH:27][CH:26]=1)([O-:24])=[O:23]. The solvent is ClCCl (dichloromethane). The product is [N+](=O)([O-])C1=CC=C(C=C1)OC(\C=C\C=C(C1=CC(=CC=C1)Cl)C1=CC(=CC=C1)Cl)=O ((E)-5,5-bis(3-chlorophenyl)-2,4-pentadienoic acid 4-nitrophenyl ester). Starting materials: ClC=1C=C(C=CC1)C(=C/C=C/C(=O)O)C1=CC(=CC=C1)Cl ((E)-5,5-bis(3-chlorophenyl)-2,4-pentadienoic acid), [N+](=O)([O-])C1=CC=C(C=C1)O (4-nitrophenol), C1(CCCCC1)N=C=NC1CCCCC1 (1,3-dicyclohexylcarbodiimide). Starting materials: Nc1ccc(CCC(=O)NC23CC4CC(CC(C4)C2)C3)cc1[N+](=O)[O-], CO. Yields the product Nc1ccc(CCC(=O)NC23CC4CC(CC(C4)C2)C3)cc1N. Reaction SMILES: [C:1]12([NH:11][C:12]([CH2:13][CH2:14][c:15]3[cH:16][c:17]([N+:22]([O-:23])=[O:24])[c:18]([NH2:21])[cH:19][cH:20]3)=[O:25])[CH2:2][CH:3]3[CH2:4][CH:5]([CH2:6][CH:7]([CH2:8]1)[CH2:9]3)[CH2:10]2.[CH3:26][OH:27]>>[C:1]12([NH:11][C:12]([CH2:13][CH2:14][c:15]3[cH:16][c:17]([NH2:22])[c:18]([NH2:21])[cH:19][cH:20]3)=[O:25])[CH2:2][CH:3]3[CH2:4][CH:5]([CH2:6][CH:7]([CH2:8]1)[CH2:9]3)[CH2:10]2. The reactants are CC1(C)OB(c2ccc(N)cc2)OC1(C)C, COCCOC, CCO, CC1COCCN1c1cc(C(C)(C)S(C)(=O)=O)nc(Cl)n1, [Na+], [Na+], O=C([O-])[O-], CN(C)C=O, O, Cl[Pd]Cl, c1ccc(P(c2ccccc2)c2ccccc2)cc1, c1ccc(P(c2ccccc2)c2ccccc2)cc1. The product is CC1COCCN1c1cc(C(C)(C)S(C)(=O)=O)nc(-c2ccc(N)cc2)n1. Reaction SMILES: [CH3:22][C:23]1([CH3:24])[C:25]([CH3:26])([CH3:27])[O:28][B:29]([c:30]2[cH:31][cH:32][c:33]([NH2:34])[cH:35][cH:36]2)[O:37]1.[CH3:49][O:50][CH2:51][CH2:52][O:53][CH3:54].[CH3:55][CH2:56][OH:57].[Cl:1][c:2]1[n:3][c:4]([C:15]([CH3:16])([CH3:17])[S:18](=[O:19])(=[O:20])[CH3:21])[cH:5][c:6]([N:8]2[CH:9]([CH3:14])[CH2:10][O:11][CH2:12][CH2:13]2)[n:7]1.[Na+:38].[Na+:39].[O-:40][C:41](=[O:42])[O-:43].[O:44]=[CH:45][N:46]([CH3:47])[CH3:48].[OH2:58].[Pd:59]([Cl:60])[Cl:61].[c:62]1([P:63]([c:64]2[cH:65][cH:66][cH:67][cH:68][cH:69]2)[c:70]2[cH:71][cH:72][cH:73][cH:74][cH:75]2)[cH:76][cH:77][cH:78][cH:79][cH:80]1.[c:81]1([P:82]([c:83]2[cH:84][cH:85][cH:86][cH:87][cH:88]2)[c:89]2[cH:90][cH:91][cH:92][cH:93][cH:94]2)[cH:95][cH:96][cH:97][cH:98][cH:99]1>>[c:2]1(-[c:30]2[cH:31][cH:32][c:33]([NH2:34])[cH:35][cH:36]2)[n:3][c:4]([C:15]([CH3:16])([CH3:17])[S:18](=[O:19])(=[O:20])[CH3:21])[cH:5][c:6]([N:8]2[CH:9]([CH3:14])[CH2:10][O:11][CH2:12][CH2:13]2)[n:7]1. The reactants are ice, [N+](=O)(O)[O-] (nitric acid), sulfonic acid, C([O-])([O-])=O.[Na+].[Na+] (sodium carbonate), N1=C(NC2=C1C=CC=C2)CC(=O)OCC (Ethyl benzimidazole-2-acetate). Conditions: temperature 0 celsius, time 20 minute. Product: [N+](=O)([O-])C1=CC2=C(N=C(N2)CC(=O)OCC)C=C1 (ethyl 5-nitrobenzimidazole-2-acetate). Yield: 92.0%. As a reaction SMILES: [N+:1]([O-:4])(O)=[O:2].[N:5]1[C:9]2[CH:10]=[CH:11][CH:12]=[CH:13][C:8]=2[NH:7][C:6]=1[CH2:14][C:15]([O:17][CH2:18][CH3:19])=[O:16].C(=O)([O-])[O-].[Na+].[Na+]>>[N+:1]([C:11]1[CH:12]=[CH:13][C:8]2[N:7]=[C:6]([CH2:14][C:15]([O:17][CH2:18][CH3:19])=[O:16])[NH:5][C:9]=2[CH:10]=1)([O-:4])=[O:2] |f:2.3.4|. Procedure details: Concentrated nitric acid (5 mL) was added to concentrated sulfonic acid (5 mL) at 0° C., and the solution was cooled thoroughly for an additional 10-15 minutes. Ethyl benzimidazole-2-acetate (Buchi, J.; Zwicky, H.; Aebi, A., Archiv. Der Pharmazie 1960, 293, 758; 1.09 g, 5.34 mmol, 1 equiv.) was added portionwise over several minutes The resulting yellow solution was stirred at 0° C. for 20 minutes then was poured carefully onto cracked ice (100 g). The pH was adjusted to 5 with cold 20% sodium c...